From a dataset of the Open Reaction Database (ORD), a public repository of structured organic reaction records. describe an organic reaction: reactants, conditions, products, and yield Starting materials: CC(C)N(NC(=O)c1ccccc1)C(=O)COc1ccc(F)cc1Br, O=C([O-])[O-], COCCOC, [Na+], [Na+], CC(C)Oc1ccccc1B(O)O. The product is CC(C)Oc1ccccc1-c1cc(F)ccc1OCC(=O)N(NC(=O)c1ccccc1)C(C)C. Reaction SMILES: [Br:1][c:2]1[c:3]([O:4][CH2:5][C:6](=[O:7])[N:8]([NH:9][C:10]([c:11]2[cH:12][cH:13][cH:14][cH:15][cH:16]2)=[O:17])[CH:18]([CH3:19])[CH3:20])[cH:21][cH:22][c:23]([F:25])[cH:24]1.[C:26](=[O:27])([O-:28])[O-:29].[CH3:45][O:46][CH2:47][CH2:48][O:49][CH3:50].[Na+:30].[Na+:31].[O:32]([CH:33]([CH3:34])[CH3:35])[c:36]1[c:37]([B:42]([OH:43])[OH:44])[cH:38][cH:39][cH:40][cH:41]1>>[c:2]1(-[c:37]2[c:36]([O:32][CH:33]([CH3:34])[CH3:35])[cH:41][cH:40][cH:39][cH:38]2)[c:3]([O:4][CH2:5][C:6](=[O:7])[N:8]([NH:9][C:10]([c:11]2[cH:12][cH:13][cH:14][cH:15][cH:16]2)=[O:17])[CH:18]([CH3:19])[CH3:20])[cH:21][cH:22][c:23]([F:25])[cH:24]1. The reactants are C1CCNC1, CC(c1ccc(-c2ccc(F)cc2)cc1)N1CCC(CCO)(c2ccc(F)cc2)OC1=O. Product: CC(c1ccc(-c2ccc(F)cc2)cc1)N1CCC(CCN2CCCC2)(c2ccc(F)cc2)OC1=O. As a reaction SMILES: [CH2:33]1[CH2:34][CH2:35][NH:36][CH2:37]1.[F:1][c:2]1[cH:3][cH:4][c:5](-[c:8]2[cH:9][cH:10][c:11]([CH:14]([CH3:15])[N:16]3[C:17](=[O:32])[O:18][C:19]([CH2:22][CH2:23][OH:24])([c:25]4[cH:26][cH:27][c:28]([F:31])[cH:29][cH:30]4)[CH2:20][CH2:21]3)[cH:12][cH:13]2)[cH:6][cH:7]1>>[F:1][c:2]1[cH:3][cH:4][c:5](-[c:8]2[cH:9][cH:10][c:11]([CH:14]([CH3:15])[N:16]3[C:17](=[O:32])[O:18][C:19]([CH2:22][CH2:23][N:36]4[CH2:35][CH2:34][CH2:33][CH2:37]4)([c:25]4[cH:26][cH:27][c:28]([F:31])[cH:29][cH:30]4)[CH2:20][CH2:21]3)[cH:12][cH:13]2)[cH:6][cH:7]1. Starting materials: FCCC[SiH]1CCC(CC1)Br (4-(3-fluoropropyl)-4-silacyclohexylbromide), Cl[SiH]1CCC(CC1)C1=CC=C(C=C1)CCC (4-(4-chloro-4-silacyclohexyl)-1-n-propylbenzene), Cl[SiH]1CCC(CC1)C1=CC=C(C=C1)OC(F)(F)F (4-(4-chloro-4-silacyclohexyl)-1-trifluoromethoxybenzene). Yields the product FCCC[Si@@H]1CC[C@H](CC1)[Si@@H]1CC[C@H](CC1)C1=CC=C(C=C1)CCC (4-(trans-4-(trans-4-(3-fluoropropyl)-4-silacyclohexyl)-4-silacyclohexyl)-1-n-propylbenzene). RXN SMILES: [F:1][CH2:2][CH2:3][CH2:4][SiH:5]1[CH2:10][CH2:9][CH:8](Br)[CH2:7][CH2:6]1.Cl[SiH:13]1[CH2:18][CH2:17][CH:16]([C:19]2[CH:24]=[CH:23][C:22]([CH2:25][CH2:26][CH3:27])=[CH:21][CH:20]=2)[CH2:15][CH2:14]1.Cl[SiH]1CCC(C2C=CC(OC(F)(F)F)=CC=2)CC1>>[F:1][CH2:2][CH2:3][CH2:4][Si@H:5]1[CH2:10][CH2:9][C@H:8]([Si@H:13]2[CH2:18][CH2:17][C@H:16]([C:19]3[CH:20]=[CH:21][C:22]([CH2:25][CH2:26][CH3:27])=[CH:23][CH:24]=3)[CH2:15][CH2:14]2)[CH2:7][CH2:6]1. Reported procedure: The above compound was obtained in the same manner as Example 23, using 4-(3-fluoropropyl)-4-silacyclohexylbromide and 4-(4-chloro-4-silacyclohexyl)-1-n-propylbenzene instead of 4-(4,4-difluorobutyl)-4-silacyclohexylbromide and 4-(4-chloro-4-silacyclohexyl)-1-trifluoromethoxybenzene, respectively.